This data is from the Open Reaction Database (ORD), a public repository of structured organic reaction records. The task is: describe an organic reaction: reactants, conditions, products, and yield Reactants: N1(CCCC1)CCN1N=CC2=CC=C(C=C12)N (1-(2-pyrrolidin-1-yl-ethyl)-1H-indazol-6-ylamine), C(C1=CC=CC=C1)OC1=C(C=C(C=C1)C=CC(=O)O)OC (3-(4-benzyloxy-3-methoxy-phenyl)-acrylic acid). Product: C(C1=CC=CC=C1)OC1=C(C=C(C=C1)/C=C/C(=O)NC1=CC=C2C=NN(C2=C1)CCN1CCCC1)OC ((2E)-3-[4-(benzyloxy)-3-methoxyphenyl]-N-[1-(2-pyrrolidin-1-ylethyl)-1H-indazol-6-yl]acrylamide). As a reaction SMILES: [N:1]1([CH2:6][CH2:7][N:8]2[C:16]3[C:11](=[CH:12][CH:13]=[C:14]([NH2:17])[CH:15]=3)[CH:10]=[N:9]2)[CH2:5][CH2:4][CH2:3][CH2:2]1.[CH2:18]([O:25][C:26]1[CH:31]=[CH:30][C:29]([CH:32]=[CH:33][C:34](O)=[O:35])=[CH:28][C:27]=1[O:37][CH3:38])[C:19]1[CH:24]=[CH:23][CH:22]=[CH:21][CH:20]=1>>[CH2:18]([O:25][C:26]1[CH:31]=[CH:30][C:29](/[CH:32]=[CH:33]/[C:34]([NH:17][C:14]2[CH:15]=[C:16]3[C:11]([CH:10]=[N:9][N:8]3[CH2:7][CH2:6][N:1]3[CH2:5][CH2:4][CH2:3][CH2:2]3)=[CH:12][CH:13]=2)=[O:35])=[CH:28][C:27]=1[O:37][CH3:38])[C:19]1[CH:20]=[CH:21][CH:22]=[CH:23][CH:24]=1. Procedure details: According to the procedure for Example 49, 1-(2-pyrrolidin-1-yl-ethyl)-1H-indazol-6-ylamine and 3-(4-benzyloxy-3-methoxy-phenyl)-acrylic acid were processed to provide the title compound. MS (DCI/NH3) MS m/z 497 (M+H)+; 1H NMR (500 MHz, DMSO-d6) δ ppm 1.85 (m, 2 H), 2.01 (m, 2 H), 3.06 (m, 2 H), 3.55 (m, 2 H), 3.71 (m, 2H), 3.85 (s, 3 H), 4.71 (t, J=6.24 Hz, 2 H), 5.15 (s, 2 H), 6.79 (m, 1 H), 7.12 (m, 1 H), 7.18 (m, 2 H), 7.26 (m, 1 H), 7.35 (m, 1 H), 7.41 (m, 2 H), 7.46 (m, 2 H), 7.55 (m, 1 H)...